This data is from the Open Reaction Database (ORD), a public repository of structured organic reaction records. The task is: describe an organic reaction: reactants, conditions, products, and yield Reported procedure: Methylthiomethyl 2-cyanoethylether (3.3 g, 25 mmol) was dissolved in 70 mL of methylene chloride, and 2 mL of sulfuryl chloride (25 mmol) was added dropwise, and the reaction was further performed at room temperature for 1 hour. Conditions: time 1 hour. RXN SMILES: CS[CH2:3][CH:4]([C:14]#[N:15])[CH2:5][O:6][CH2:7][CH:8]([C:12]#[N:13])CSC.S(Cl)([Cl:19])(=O)=O.[CH2:21]([Cl:23])Cl>>[Cl:19][CH2:3][CH:4]([C:14]#[N:15])[CH2:5][O:6][CH2:7][CH:8]([C:12]#[N:13])[CH2:21][Cl:23]. Reactants: CSCC(COCC(CSC)C#N)C#N (Methylthiomethyl 2-cyanoethylether), C(Cl)Cl (methylene chloride), S(=O)(=O)(Cl)Cl (sulfuryl chloride). Product: ClCC(COCC(CCl)C#N)C#N (chloromethyl 2-cyanoethylether). The reactants are C1(CCCCC1)NC(=O)NC=1N=C2C(=NC1)N(C=C2C)COCC[Si](C)(C)C (1-Cyclohexyl-3-[7-methyl-5-(2-trimethylsilanyl-ethoxymethyl)-5H-pyrrolo[2,3-b]pyrazin-2-yl]-urea), C(CN)N (ethylenediamine). Run in Cl (HCl), CC(=O)O (AcOH), CO.O.CCN(CC)CC (MeOH H2O Et3N). Reaction conditions: temperature 50 celsius, time 8 hour. The product is C1(CCCCC1)NC(=O)NC=1N=C2C(=NC1)NC=C2C (1-cyclohexyl-3-(7-methyl-5H-pyrrolo[2,3-b]pyrazin-2-yl)-urea). The yield is 27.2%. RXN SMILES: [CH:1]1([NH:7][C:8]([NH:10][C:11]2[N:12]=[C:13]3[C:19]([CH3:20])=[CH:18][N:17](COCC[Si](C)(C)C)[C:14]3=[N:15][CH:16]=2)=[O:9])[CH2:6][CH2:5][CH2:4][CH2:3][CH2:2]1.C(N)CN>Cl.CC(O)=O.CO.O.CCN(CC)CC>[CH:1]1([NH:7][C:8]([NH:10][C:11]2[N:12]=[C:13]3[C:19]([CH3:20])=[CH:18][NH:17][C:14]3=[N:15][CH:16]=2)=[O:9])[CH2:2][CH2:3][CH2:4][CH2:5][CH2:6]1 |f:4.5.6|. Reported procedure: 1-Cyclohexyl-3-[7-methyl-5-(2-trimethylsilanyl-ethoxymethyl)-5H-pyrrolo[2,3-b]pyrazin-2-yl]-urea (38 mg, 0.094 mmol) was dissolved in a solution of HCl in AcOH (1M, 1.9 mL), and heated at 50° C. in the sealed tube overnight. The reaction mixture was concentrated to dryness, dissolved in 1 mL of MeOH:H2O:Et3N 8:1:1 and ethylenediamine (63 ul, 0.94 mmol) was added. The reaction mixture was stirred overnight, concentrated and purified by SiO2 chromatography (8 g SiO2, DCM/MeOH 0-5% MeOH) to give 7 ... Procedure details: Starting with [(R)-4-(3-isopropyl-5-trifluoromethyl-benzenesulfonylamino)-4,5,6,7-tetrahydro-indazol-1-yl]-acetic acid ethyl ester (Example 12-1) and methyl iodide, using the method analogous to the one described for example 2-1, {(R)-4-[(3-isopropyl-5-trifluoromethyl-benzenesulfonyl)-methyl-amino]-4,5,6,7-tetrahydro-indazol-1-yl}-acetic acid ethyl ester (30 mg, 82.9%) was obtained as an off-white semisolid. MS cald. for C22H28F3N3O4S 487, obsd. (ESI+) [(M+H)+] 488 Yields the product C(C)OC(CN1N=CC=2[C@@H](CCCC12)N(C)S(=O)(=O)C1=CC(=CC(=C1)C(F)(F)F)C(C)C)=O ({(R)-4-[(3-isopropyl-5-trifluoromethyl-benzenesulfonyl)-methyl-amino]-4,5,6,7-tetrahydro-indazol-1-yl}-acetic acid ethyl ester). The yield is 82.9%. Starting materials: C(C)OC(CN1N=CC=2[C@@H](CCCC12)NS(=O)(=O)C1=CC(=CC(=C1)C(F)(F)F)C(C)C)=O ([(R)-4-(3-isopropyl-5-trifluoromethyl-benzenesulfonylamino)-4,5,6,7-tetrahydro-indazol-1-yl]-acetic acid ethyl ester), CI (methyl iodide). Reaction SMILES: [CH2:1]([O:3][C:4](=[O:32])[CH2:5][N:6]1[C:14]2[CH2:13][CH2:12][CH2:11][C@@H:10]([NH:15][S:16]([C:19]3[CH:24]=[C:23]([C:25]([F:28])([F:27])[F:26])[CH:22]=[C:21]([CH:29]([CH3:31])[CH3:30])[CH:20]=3)(=[O:18])=[O:17])[C:9]=2[CH:8]=[N:7]1)[CH3:2].[CH3:33]I>>[CH2:1]([O:3][C:4](=[O:32])[CH2:5][N:6]1[C:14]2[CH2:13][CH2:12][CH2:11][C@@H:10]([N:15]([S:16]([C:19]3[CH:24]=[C:23]([C:25]([F:27])([F:28])[F:26])[CH:22]=[C:21]([CH:29]([CH3:31])[CH3:30])[CH:20]=3)(=[O:18])=[O:17])[CH3:33])[C:9]=2[CH:8]=[N:7]1)[CH3:2].